From a dataset of the Open Reaction Database (ORD), a public repository of structured organic reaction records. describe an organic reaction: reactants, conditions, products, and yield Reactants: ClC1=C(C(=NC2=CC=C(C=C12)C(O)(C1=CN=CN1C)C1=CC=C(C=C1)Cl)N(C)C)C1=CC=CC=C1 ((4-chloro-2-(dimethylamino)-3-phenylquinolin-6-yl)(4-chlorophenyl)(1-methyl-1H-imidazol-5-yl)methanol), [Cu]C#N (copper (I) cyanide). Run in CN1CCCC1=O (NMP). Conditions: temperature 120 celsius. The product is ClC1=C(C(=NC2=CC=C(C=C12)C(C1=CN=CN1C)C1=CC=C(C=C1)Cl)N(C)C)C1=CC=CC=C1 (4-Chloro-6-((4-chlorophenyl)(1-methyl-1H-imidazol-5-yl)methyl)-N,N-dimethyl-3-phenylquinolin-2-amine). Reaction SMILES: [Cl:1][C:2]1[C:11]2[C:6](=[CH:7][CH:8]=[C:9]([C:12]([C:20]3[CH:25]=[CH:24][C:23]([Cl:26])=[CH:22][CH:21]=3)([C:14]3[N:18]([CH3:19])[CH:17]=[N:16][CH:15]=3)O)[CH:10]=2)[N:5]=[C:4]([N:27]([CH3:29])[CH3:28])[C:3]=1[C:30]1[CH:35]=[CH:34][CH:33]=[CH:32][CH:31]=1.[Cu]C#N>CN1C(=O)CCC1>[Cl:1][C:2]1[C:11]2[C:6](=[CH:7][CH:8]=[C:9]([CH:12]([C:20]3[CH:21]=[CH:22][C:23]([Cl:26])=[CH:24][CH:25]=3)[C:14]3[N:18]([CH3:19])[CH:17]=[N:16][CH:15]=3)[CH:10]=2)[N:5]=[C:4]([N:27]([CH3:29])[CH3:28])[C:3]=1[C:30]1[CH:31]=[CH:32][CH:33]=[CH:34][CH:35]=1. Reported procedure: To (4-chloro-2-(dimethylamino)-3-phenylquinolin-6-yl)(4-chlorophenyl)(1-methyl-1H-imidazol-5-yl)methanol (83.6 mg, 0.166 mmol, Example 90) in NMP (1.5 mL), was added copper (I) cyanide (16.4 mg, 0.183 mmol). The mixture was heated by microwave irradiation for 10 minutes at 120° C. The mixture was partitioned between MTBE and saturated aqueous NH4OH. The organic phase was washed with water. The organic phase was dried (Na2SO4), filtered, and concentrated in vacuo. The residue was purified by RP-H... Starting materials: O1C(=CC=C1)C=1N=C(NC1C=1OC=CC1)S (4,5-bis-(2-Furyl)-1H-2-imidazolethiol), FC(=C(F)F)F (tetrafluoroethylene). Product: O1C(=CC=C1)C=1N=C(NC1C=1OC=CC1)SC(C(F)F)(F)F (4,5-bis-(2-furyl)-2-(1,1,2,2-tetrafluoroethylthio)-1H-imidazole). Isolated yield 22.9%. RXN SMILES: [O:1]1[CH:5]=[CH:4][CH:3]=[C:2]1[C:6]1[N:7]=[C:8]([SH:16])[NH:9][C:10]=1[C:11]1[O:12][CH:13]=[CH:14][CH:15]=1.[F:17][C:18]([F:22])=[C:19]([F:21])[F:20]>>[O:12]1[CH:13]=[CH:14][CH:15]=[C:11]1[C:10]1[N:9]=[C:8]([S:16][C:19]([F:21])([F:20])[CH:18]([F:22])[F:17])[NH:7][C:6]=1[C:2]1[O:1][CH:5]=[CH:4][CH:3]=1. Reported procedure: 4,5-bis-(2-Furyl)-1H-2-imidazolethiol (8.1 g; 39.4 mmoles) was reacted with 7.0 g of tetrafluoroethylene and the product purified by chromatography on Silicar CCNo. 7 with chloroform to give 3.0 g of 4,5-bis-(2-furyl)-2-(1,1,2,2-tetrafluoroethylthio)-1H-imidazole, m.p. 166°-167°: (recrystallized from 1-chlorobutane). The reactants are NCCC1=CC=C(NC2CCN(CC2)C(=O)NCC2=CC(=CC=C2)OC)C=C1 (4-[4-(2-Aminoethyl)anilino]-N-(3-methoxybenzyl)-1-piperidinecarboxamide), C(C)(C)(C)[Si](C1=CC=CC=C1)(C1=CC=CC=C1)OC1=CC=C(C=C1)OCC1OC1 (tert-butyl-(4-oxiranylmethoxy-phenoxy)-diphenyl-silane). The product is COC=1C=C(CNC(=O)N2CCC(CC2)NC2=CC=C(C=C2)CCNC[C@@H](COC2=CC=C(C=C2)O)O)C=CC1 (4-(4-{2-[(2S)-2-Hydroxy-3-(4-hydroxy-phenoxy)-propylamino]-ethyl}-phenylamino)-piperidine-1-carboxylic acid 3-methoxy-benzylamide). As a reaction SMILES: [NH2:1][CH2:2][CH2:3][C:4]1[CH:28]=[CH:27][C:7]([NH:8][CH:9]2[CH2:14][CH2:13][N:12]([C:15]([NH:17][CH2:18][C:19]3[CH:24]=[CH:23][CH:22]=[C:21]([O:25][CH3:26])[CH:20]=3)=[O:16])[CH2:11][CH2:10]2)=[CH:6][CH:5]=1.C([Si]([O:46][C:47]1[CH:52]=[CH:51][C:50]([O:53][CH2:54][CH:55]2[CH2:57][O:56]2)=[CH:49][CH:48]=1)(C1C=CC=CC=1)C1C=CC=CC=1)(C)(C)C>>[CH3:26][O:25][C:21]1[CH:20]=[C:19]([CH:24]=[CH:23][CH:22]=1)[CH2:18][NH:17][C:15]([N:12]1[CH2:11][CH2:10][CH:9]([NH:8][C:7]2[CH:6]=[CH:5][C:4]([CH2:3][CH2:2][NH:1][CH2:57][C@H:55]([OH:56])[CH2:54][O:53][C:50]3[CH:51]=[CH:52][C:47]([OH:46])=[CH:48][CH:49]=3)=[CH:28][CH:27]=2)[CH2:14][CH2:13]1)=[O:16]. Reported procedure: 4-[4-(2-Aminoethyl)anilino]-N-(3-methoxybenzyl)-1-piperidinecarboxamide (0.73 g, 2.0 mmol) was reacted with tert-butyl-(4-oxiranylmethoxy-phenoxy)-diphenyl-silane according to Procedure G to give the title compound (0.53 g, 0.67 mmol). Starting materials: FC=1C=C(C=C(C1)F)CC(=O)O (3,5-difluorophenylacetic acid), Cl.N[C@@H](C)C(=O)NC(C(=O)OCC)(C)C1=CC=CC=C1 (ethyl N-(L-alaninyl)-2-amino-2-phenylpropionate hydrochloride), C(=O)(OC(C)(C)C)N[C@@H](C)C(=O)O (N-BOC-L-alanine), D,L-α-methylphenylglycine ethyl ester. The solvent is CO.C(Cl)(Cl)Cl (MeOH CHCl3). Product: FC=1C=C(C=C(C1)F)CC(=O)N[C@@H](C)C(=O)NC(C(=O)OCC)(C)C1=CC=CC=C1 (Ethyl N-[N-(3,5-Difluorophenylacetyl)-L-alaninyl]-2-amino-2-phenylpropionate). Reaction SMILES: [F:1][C:2]1[CH:3]=[C:4]([CH2:9][C:10]([OH:12])=O)[CH:5]=[C:6]([F:8])[CH:7]=1.Cl.[NH2:14][C@H:15]([C:17]([NH:19][C:20]([C:27]1[CH:32]=[CH:31][CH:30]=[CH:29][CH:28]=1)([CH3:26])[C:21]([O:23][CH2:24][CH3:25])=[O:22])=[O:18])[CH3:16].C(N[C@H](C(O)=O)C)(OC(C)(C)C)=O>CO.C(Cl)(Cl)Cl>[F:8][C:6]1[CH:5]=[C:4]([CH2:9][C:10]([NH:14][C@H:15]([C:17]([NH:19][C:20]([C:27]2[CH:28]=[CH:29][CH:30]=[CH:31][CH:32]=2)([CH3:26])[C:21]([O:23][CH2:24][CH3:25])=[O:22])=[O:18])[CH3:16])=[O:12])[CH:3]=[C:2]([F:1])[CH:7]=1 |f:1.2,4.5|. Procedure: Following General Procedure C and using 3,5-difluorophenylacetic acid (Oakwood) and ethyl N-(L-alaninyl)-2-amino-2-phenylpropionate hydrochloride (prepared from N-BOC-L-alanine (Sigma) and D,L-α-methylphenylglycine ethyl ester (from Example D9 above) using General Procedure C, followed by removal of the BOC-group using General Procedure P), the title compound was prepared as a solid (mp=128-130° C.). The reaction was monitored by tlc (Rf=0.2 in 3% MeOH/CHCl3) and the product was purified by sili...